Dataset: the Open Reaction Database (ORD), a public repository of structured organic reaction records. Task: describe an organic reaction: reactants, conditions, products, and yield Procedure details: A 1.0 g. portion of γ-chloro-p-fluorobutyrophenone and 0.9 g. of 4-(4-methyl-2-thiazolyl)pyridine are heated in an oil bath at 95°-100° C. overnight. Ether is added and the mixture is filtered. The solid is recrystallized from acetonitrile. This solid is recrystallized from a mixture of alcohol and ether, m.p. 226°-228° C. As a reaction SMILES: [Cl:1][CH2:2][CH2:3][CH2:4][C:5]([C:7]1[CH:12]=[CH:11][C:10]([F:13])=[CH:9][CH:8]=1)=[O:6].[CH3:14][C:15]1[N:16]=[C:17]([C:20]2[CH:25]=[CH:24][N:23]=[CH:22][CH:21]=2)[S:18][CH:19]=1>CCOCC>[Cl-:1].[F:13][C:10]1[CH:11]=[CH:12][C:7]([C:5]([CH2:4][CH2:3][CH2:2][C:25]2[CH:24]=[NH+:23][CH:22]=[CH:21][C:20]=2[C:17]2[S:18][CH:19]=[C:15]([CH3:14])[N:16]=2)=[O:6])=[CH:8][CH:9]=1 |f:3.4|. The product is [Cl-].FC1=CC=C(C(=O)CCCC=2C=[NH+]C=CC2C=2SC=C(N2)C)C=C1 (3-(p-Fluorobenzoylpropyl)-4-(4-methyl-2-thiazolyl)pyridinium chloride). The solvent is CCOCC (Ether). Starting materials: ClCCCC(=O)C1=CC=C(C=C1)F (γ-chloro-p-fluorobutyrophenone), CC=1N=C(SC1)C1=CC=NC=C1 (4-(4-methyl-2-thiazolyl)pyridine). Starting materials: Cc1ccc(C=C2CCN(C(=O)OC(C)(C)C)CC2)cc1Oc1ccc(C(F)(F)F)cn1, ClCCl, O=C(O)C(F)(F)F. Yields the product Cc1ccc(C=C2CCNCC2)cc1Oc1ccc(C(F)(F)F)cn1. As a reaction SMILES: [CH3:1][c:2]1[c:3]([O:22][c:23]2[n:24][cH:25][c:26]([C:29]([F:30])([F:31])[F:32])[cH:27][cH:28]2)[cH:4][c:5]([CH:6]=[C:7]2[CH2:8][CH2:9][N:10]([C:13]([O:14][C:15]([CH3:16])([CH3:17])[CH3:18])=[O:19])[CH2:11][CH2:12]2)[cH:20][cH:21]1.[Cl:40][CH2:41][Cl:42].[F:33][C:34]([F:35])([F:36])[C:37]([OH:38])=[O:39]>>[CH3:1][c:2]1[c:3]([O:22][c:23]2[n:24][cH:25][c:26]([C:29]([F:30])([F:31])[F:32])[cH:27][cH:28]2)[cH:4][c:5]([CH:6]=[C:7]2[CH2:8][CH2:9][NH:10][CH2:11][CH2:12]2)[cH:20][cH:21]1. Yield: 143.1%. Procedure details: Using 4-(4-{2-[bis-(4-methoxy-benzyl)-amino]-pyrimidin-5-yl}-2-morpholin-4-yl-5,6-dihydro-pyrrolo[2,3-d]pyrimidin-7-yl)-3-fluoro-benzoic acid (80.0 mg, 0.118 mmol) obtained in Step A in Example 1-D-21 and 1-(2-pyridyl)piperazine (38.5 mg, 0.236 mmol) instead of 1-pyridine-3-yl-piperazine, amidation was carried out in the same manner as Step B in Example 1-D-21, to obtain a crude product of {4-[4-{2-[bis-(4-methoxy-benzyl)-amino]-pyrimidin-5-yl}-2-morpholin-4-yl-5,6-dihydro-pyrrolo[2,3-d]pyrimidi... Product: COC1=CC=C(CN(C2=NC=C(C=N2)C=2C3=C(N=C(N2)N2CCOCC2)N(CC3)C3=C(C=C(C=C3)C(=O)N3CCN(CC3)C3=NC=CC=C3)F)CC3=CC=C(C=C3)OC)C=C1 ({4-[4-{2-[bis-(4-methoxy-benzyl)-amino]-pyrimidin-5-yl}-2-morpholin-4-yl-5,6-dihydro-pyrrolo[2,3-d]pyrimidin-7-yl]-3-fluoro-phenyl}-(4-pyridin-2-yl-piperazin-1-yl)-methanone). RXN SMILES: [CH3:1][O:2][C:3]1[CH:50]=[CH:49][C:6]([CH2:7][N:8]([CH2:40][C:41]2[CH:46]=[CH:45][C:44]([O:47][CH3:48])=[CH:43][CH:42]=2)[C:9]2[N:14]=[CH:13][C:12]([C:15]3[C:16]4[CH2:29][CH2:28][N:27]([C:30]5[CH:38]=[CH:37][C:33]([C:34]([OH:36])=O)=[CH:32][C:31]=5[F:39])[C:17]=4[N:18]=[C:19]([N:21]4[CH2:26][CH2:25][O:24][CH2:23][CH2:22]4)[N:20]=3)=[CH:11][N:10]=2)=[CH:5][CH:4]=1.[N:51]1[CH:56]=[CH:55][CH:54]=[CH:53][C:52]=1[N:57]1[CH2:62][CH2:61][NH:60][CH2:59][CH2:58]1>>[CH3:48][O:47][C:44]1[CH:45]=[CH:46][C:41]([CH2:40][N:8]([CH2:7][C:6]2[CH:49]=[CH:50][C:3]([O:2][CH3:1])=[CH:4][CH:5]=2)[C:9]2[N:10]=[CH:11][C:12]([C:15]3[C:16]4[CH2:29][CH2:28][N:27]([C:30]5[CH:38]=[CH:37][C:33]([C:34]([N:60]6[CH2:61][CH2:62][N:57]([C:52]7[CH:53]=[CH:54][CH:55]=[CH:56][N:51]=7)[CH2:58][CH2:59]6)=[O:36])=[CH:32][C:31]=5[F:39])[C:17]=4[N:18]=[C:19]([N:21]4[CH2:26][CH2:25][O:24][CH2:23][CH2:22]4)[N:20]=3)=[CH:13][N:14]=2)=[CH:42][CH:43]=1. The reactants are COC1=CC=C(CN(C2=NC=C(C=N2)C=2C3=C(N=C(N2)N2CCOCC2)N(CC3)C3=C(C=C(C(=O)O)C=C3)F)CC3=CC=C(C=C3)OC)C=C1 (4-(4-{2-[bis-(4-methoxy-benzyl)-amino]-pyrimidin-5-yl}-2-morpholin-4-yl-5,6-dihydro-pyrrolo[2,3-d]pyrimidin-7-yl)-3-fluoro-benzoic acid), N1=C(C=CC=C1)N1CCNCC1 (1-(2-pyridyl)piperazine). Reactants: COc1ccc2c(c1NS(C)(=O)=O)CCCC2C#N, CO, Cl, NCCN. The product is COc1ccc2c(c1NS(C)(=O)=O)CCCC2C1=NCCN1. Reaction SMILES: [C:1](#[N:2])[CH:3]1[c:4]2[cH:5][cH:6][c:7]([O:18][CH3:19])[c:8]([NH:13][S:14](=[O:15])(=[O:16])[CH3:17])[c:9]2[CH2:10][CH2:11][CH2:12]1.[CH3:25][OH:26].[ClH:20].[NH2:21][CH2:22][CH2:23][NH2:24]>>[C:1]1([CH:3]2[c:4]3[cH:5][cH:6][c:7]([O:18][CH3:19])[c:8]([NH:13][S:14](=[O:15])(=[O:16])[CH3:17])[c:9]3[CH2:10][CH2:11][CH2:12]2)=[N:21][CH2:22][CH2:23][NH:2]1. The reactants are ice, C1(OCCC2=CC=CC=C12)CCC(=O)O (3-(isochroman-1-yl)propionic acid), [H-].[Al+3].[Li+].[H-].[H-].[H-] (lithium aluminum hydride). The solvent is C1CCOC1 (THF), C1CCOC1 (THF). Reaction conditions: time 30 minute. Product: C1(OCCC2=CC=CC=C12)CCCO (3-(isochroman-1-yl)propanol). Reaction SMILES: [CH:1]1([CH2:11][CH2:12][C:13](O)=[O:14])[C:10]2[C:5](=[CH:6][CH:7]=[CH:8][CH:9]=2)[CH2:4][CH2:3][O:2]1.[H-].[Al+3].[Li+].[H-].[H-].[H-]>C1COCC1>[CH:1]1([CH2:11][CH2:12][CH2:13][OH:14])[C:10]2[C:5](=[CH:6][CH:7]=[CH:8][CH:9]=2)[CH2:4][CH2:3][O:2]1 |f:1.2.3.4.5.6|. Procedure details: A mixture of 3-(isochroman-1-yl)propionic acid (LXXXVII, 0.5054 g, 2.45 mmol) in THF (2.8 ml) is added to an ice-cooled slurry of lithium aluminum hydride (0.1021 g, 2.69 mmol) in THF (3 ml). After the mixture had stirred for 30 min at 0°, it is quenched slowly with water (0.10 ml) water and allowed to stir for 15 min. An aqueous sodium hydroxide solution (15%, 0.10 ml) is added and again the reaction stirred 15 min. After a final addition of water (0.3 ml) the solids are removed by filtration a... Reactants: C(C)OC(=O)CC1(CN(CCC1=O)CC(=O)OCC)C(=O)OC (Ethyl 3-ethoxycarbonylmethyl-3-methoxycarbonyl-4-oxo-1-piperidineacetate), [Cl-].[Li+] (lithium chloride), O (water). The solvent is CN(C=O)C (N,N-dimethylformamide). Yields the product O=C1C(CN(CC1)CC(=O)OCC)CC(=O)OCC (diethyl 4-oxo-1,3-piperidinediacetate). The yield is 48.6%. As a reaction SMILES: [CH2:1]([O:3][C:4]([CH2:6][C:7]1(C(OC)=O)[C:12](=[O:13])[CH2:11][CH2:10][N:9]([CH2:14][C:15]([O:17][CH2:18][CH3:19])=[O:16])[CH2:8]1)=[O:5])[CH3:2].[Cl-].[Li+].O>CN(C)C=O>[O:13]=[C:12]1[CH2:11][CH2:10][N:9]([CH2:14][C:15]([O:17][CH2:18][CH3:19])=[O:16])[CH2:8][CH:7]1[CH2:6][C:4]([O:3][CH2:1][CH3:2])=[O:5] |f:1.2|. Procedure: Ethyl 3-ethoxycarbonylmethyl-3-methoxycarbonyl-4-oxo-1-piperidineacetate (1.0 g) and 140 mg of lithium chloride were dissolved in 10 ml of N,N-dimethylformamide and the solution was refluxed for 48 hours. Then, 10 ml of water was added to the reaction liquid, and the mixture was extracted with 100 ml of ethyl acetate. The resulting extract was dried over sodium sulfate and concentrated. The resulting residue was purified by silica gel column chromatography (eluent: chloroform) to give 400 mg of ... Reactants: Cc1cc(CO)cc2c1OCCO2, ClCCl. Yields the product Cc1cc(C=O)cc2c1OCCO2. As a reaction SMILES: [CH3:1][c:2]1[cH:3][c:4]([CH2:12][OH:13])[cH:5][c:6]2[c:7]1[O:8][CH2:9][CH2:10][O:11]2.[Cl:14][CH2:15][Cl:16]>>[CH3:1][c:2]1[cH:3][c:4]([CH:12]=[O:13])[cH:5][c:6]2[c:7]1[O:8][CH2:9][CH2:10][O:11]2. Reactants: ClCCCl, C1CNCCN1, O=CO, O=C(c1cc(-c2sccc2C(F)(F)F)n(-c2cccc(Cl)c2)n1)N1CCNCC1, O, CN(C)C=O, On1nnc2ccccc21. Product: O=CN1CCN(C(=O)c2cc(-c3sccc3C(F)(F)F)n(-c3cccc(Cl)c3)n2)CC1. As a reaction SMILES: [CH2:2]([Cl:3])[CH2:4][Cl:5].[CH2:48]1[NH:49][CH2:50][CH2:51][NH:52][CH2:53]1.[CH:16](=[O:17])[OH:18].[Cl:19][c:20]1[cH:21][c:22](-[n:26]2[n:27][c:28]([C:40](=[O:41])[N:42]3[CH2:43][CH2:44][NH:45][CH2:46][CH2:47]3)[cH:29][c:30]2-[c:31]2[s:32][cH:33][cH:34][c:35]2[C:36]([F:37])([F:38])[F:39])[cH:23][cH:24][cH:25]1.[O:1].[O:54]=[CH:55][N:56]([CH3:57])[CH3:58].[OH:6][n:7]1[c:8]2[c:9]([cH:10][cH:11][cH:12][cH:13]2)[n:14][n:15]1>>[CH:16](=[O:18])[N:45]1[CH2:44][CH2:43][N:42]([C:40]([c:28]2[n:27][n:26](-[c:22]3[cH:21][c:20]([Cl:19])[cH:25][cH:24][cH:23]3)[c:30](-[c:31]3[s:32][cH:33][cH:34][c:35]3[C:36]([F:37])([F:38])[F:39])[cH:29]2)=[O:41])[CH2:47][CH2:46]1. RXN SMILES: [C:13]([CH3:14])([CH3:15])([CH3:16])[O:17][C:18](=[O:19])[N:20]1[C:21]([CH3:38])([CH3:39])[O:22][CH2:23][CH:24]1[CH2:25][S:26]([c:27]1[s:28][c:29]2[cH:30][cH:31][cH:32][cH:33][c:34]2[n:35]1)(=[O:36])=[O:37].[CH3:41][Si:42]([N-:43][Si:44]([CH3:45])([CH3:46])[CH3:47])([CH3:48])[CH3:49].[I:1][c:2]1[cH:3][cH:4][c:5]([C:8]2([CH:11]=[O:12])[CH2:9][CH2:10]2)[cH:6][cH:7]1.[Li+:40].[O:50]1[CH2:51][CH2:52][CH2:53][CH2:54]1>>[I:1][c:2]1[cH:3][cH:4][c:5]([C:8]2([CH:11]=[CH:25][CH:24]3[N:20]([C:18]([O:17][C:13]([CH3:14])([CH3:15])[CH3:16])=[O:19])[C:21]([CH3:38])([CH3:39])[O:22][CH2:23]3)[CH2:9][CH2:10]2)[cH:6][cH:7]1. Reactants: CC(C)(C)OC(=O)N1C(CS(=O)(=O)c2nc3ccccc3s2)COC1(C)C, C[Si](C)(C)[N-][Si](C)(C)C, O=CC1(c2ccc(I)cc2)CC1, [Li+], C1CCOC1. Product: CC(C)(C)OC(=O)N1C(C=CC2(c3ccc(I)cc3)CC2)COC1(C)C.